This data is from the Open Reaction Database (ORD), a public repository of structured organic reaction records. The task is: describe an organic reaction: reactants, conditions, products, and yield Starting materials: CCOC(=O)N1CCC(=O)C(OCC)C1, CCO, CO, [H][H], NCc1ccccc1, c1ccsc1. Yields the product CCOC(=O)N1CCC(N)C(OCC)C1. Reaction SMILES: [CH2:1]([CH3:2])[O:3][CH:4]1[CH2:5][N:6]([C:11](=[O:12])[O:13][CH2:14][CH3:15])[CH2:7][CH2:8][C:9]1=[O:10].[CH3:31][CH2:32][OH:33].[CH3:34][OH:35].[H:29][H:30].[c:16]1([CH2:17][NH2:23])[cH:18][cH:19][cH:20][cH:21][cH:22]1.[cH:24]1[cH:25][s:26][cH:27][cH:28]1>>[CH2:1]([CH3:2])[O:3][CH:4]1[CH2:5][N:6]([C:11](=[O:12])[O:13][CH2:14][CH3:15])[CH2:7][CH2:8][CH:9]1[NH2:23].